Dataset: the Open Reaction Database (ORD), a public repository of structured organic reaction records. Task: describe an organic reaction: reactants, conditions, products, and yield The reactants are N1C[C@@H](CC1)NC(=O)C1=CNC2=C1N=CN=C2C2=C(C=CC=1OCOC12)OCC (4-(5-ethoxy-benzo[1,3]dioxol-4-yl)-5H-pyrrolo[3,2-d]pyrimidine-7-carboxylic acid (R)-pyrrolidin-3-ylamide), ClC(=O)OCC (ethyl chloroformate). Yields the product C(C)OC(=O)N1C[C@@H](CC1)NC(=O)C1=CNC2=C1N=CN=C2C2=C(C=CC=1OCOC12)OCC ((R)-3-{[4-(5-Ethoxy-benzo[1,3]dioxol-4-yl)-5H-pyrrolo[3,2-d]pyrimidine-7-carbonyl]-amino}-pyrrolidine-1-carboxylic acid ethyl ester). RXN SMILES: [NH:1]1[CH2:5][CH2:4][C@@H:3]([NH:6][C:7]([C:9]2[C:13]3[N:14]=[CH:15][N:16]=[C:17]([C:18]4[C:26]5[O:25][CH2:24][O:23][C:22]=5[CH:21]=[CH:20][C:19]=4[O:27][CH2:28][CH3:29])[C:12]=3[NH:11][CH:10]=2)=[O:8])[CH2:2]1.Cl[C:31]([O:33][CH2:34][CH3:35])=[O:32]>>[CH2:34]([O:33][C:31]([N:1]1[CH2:5][CH2:4][C@@H:3]([NH:6][C:7]([C:9]2[C:13]3[N:14]=[CH:15][N:16]=[C:17]([C:18]4[C:26]5[O:25][CH2:24][O:23][C:22]=5[CH:21]=[CH:20][C:19]=4[O:27][CH2:28][CH3:29])[C:12]=3[NH:11][CH:10]=2)=[O:8])[CH2:2]1)=[O:32])[CH3:35]. Procedure details: Starting from 4-(5-ethoxy-benzo[1,3]dioxol-4-yl)-5H-pyrrolo[3,2-d]pyrimidine-7-carboxylic acid (R)-pyrrolidin-3-ylamide (example A176) and ethyl chloroformate the title compound was obtained as colorless solid. Reactants: N1N=C(C=C1)C=O (1H-pyrazole-3-carbaldehyde), [H-].[Na+] (NaH), C1(=CC=C(C=C1)S(=O)(=O)Cl)C (p-toluenesulfonyl chloride). Solvent: O (water), C1CCOC1 (THF). Conditions: time 20 minute. Yields the product C1(=CC=C(C=C1)S(=O)(=O)N1N=C(C=C1)C=O)C (1-(toluene-4-sulfonyl)-1H-pyrazole-3-carbaldehyde). As a reaction SMILES: [NH:1]1[CH:5]=[CH:4][C:3]([CH:6]=[O:7])=[N:2]1.[H-].[Na+].[C:10]1([CH3:20])[CH:15]=[CH:14][C:13]([S:16](Cl)(=[O:18])=[O:17])=[CH:12][CH:11]=1>C1COCC1.O>[C:10]1([CH3:20])[CH:15]=[CH:14][C:13]([S:16]([N:1]2[CH:5]=[CH:4][C:3]([CH:6]=[O:7])=[N:2]2)(=[O:18])=[O:17])=[CH:12][CH:11]=1 |f:1.2|. Procedure details: To a solution of 1H-pyrazole-3-carbaldehyde (3.00 g, 31.22 mmol) in THF was added 60% NaH (1.64 g, 41.00 mmol) in mineral oil. After 20 minutes, p-toluenesulfonyl chloride (7.82 g, 41.00 mmol) was added. After 2 hours, the reaction was diluted with water and extracted with EtOAc. The combined organic layers were washed with brine, dried over sodium sulfate and concentrated in vacuo. The residue was purified by silica gel chromatography eluting with a gradient of 10-50% EtOAc in heptane. The majo... Starting materials: CC1=CC=2C3=C(NC2C=C1)CCN(C3)C3=CC=C(C=C3)[N+](=O)[O-] (2,3,4,5-tetrahydro-8-methyl-2-(4-nitrophenyl)-1H-pyrido[4,3-b]indole), CC1=NC=C(C=C1)C=C (2-methyl-5-vinylpyridine), [OH-].[K+] (KOH). Solvent: CN1CCCC1=O (NMP). Yields the product CC1=CC=2C3=C(N(C2C=C1)CCC=1C=NC(=CC1)C)CCN(C3)C3=CC=C(C=C3)[N+](=O)[O-] (2,3,4,5-tetrahydro-8-methyl-5-(2-(6-methylpyridin-3-yl)ethyl)-2-(4-nitrophenyl)-1H-pyrido[4,3-b]indole). RXN SMILES: [CH3:1][C:2]1[CH:10]=[CH:9][C:8]2[NH:7][C:6]3[CH2:11][CH2:12][N:13]([C:15]4[CH:20]=[CH:19][C:18]([N+:21]([O-:23])=[O:22])=[CH:17][CH:16]=4)[CH2:14][C:5]=3[C:4]=2[CH:3]=1.[CH3:24][C:25]1[CH:30]=[CH:29][C:28]([CH:31]=[CH2:32])=[CH:27][N:26]=1.[OH-].[K+]>CN1C(=O)CCC1>[CH3:1][C:2]1[CH:10]=[CH:9][C:8]2[N:7]([CH2:32][CH2:31][C:28]3[CH:27]=[N:26][C:25]([CH3:24])=[CH:30][CH:29]=3)[C:6]3[CH2:11][CH2:12][N:13]([C:15]4[CH:16]=[CH:17][C:18]([N+:21]([O-:23])=[O:22])=[CH:19][CH:20]=4)[CH2:14][C:5]=3[C:4]=2[CH:3]=1 |f:2.3|. Procedure details: The title compound is prepared from a mixture of 2,3,4,5-tetrahydro-8-methyl-2-(4-nitrophenyl)-1H-pyrido[4,3-b]indole, 2-methyl-5-vinylpyridine and KOH (5-7 equiv) in NMP at a temperature ranging between 25 deg C. to 100 deg C. The product obtained is isolated by preparative HPLC. The reactants are [Al+3], CCOCC, COc1cccc(C(=O)C=C2CCCN2C)c1, [H-], [H-], [H-], [H-], [Li+], C1CCOC1, O. The product is COc1cccc(C(=O)CC2CCCN2C)c1. Reaction SMILES: [Al+3:2].[CH3:25][CH2:26][O:27][CH2:28][CH3:29].[CH3:7][O:8][c:9]1[cH:10][c:11]([C:15]([CH:16]=[C:17]2[N:18]([CH3:22])[CH2:19][CH2:20][CH2:21]2)=[O:23])[cH:12][cH:13][cH:14]1.[H-:1].[H-:4].[H-:5].[H-:6].[Li+:3].[O:30]1[CH2:31][CH2:32][CH2:33][CH2:34]1.[OH2:24]>>[CH3:7][O:8][c:9]1[cH:10][c:11]([C:15]([CH2:16][CH:17]2[N:18]([CH3:22])[CH2:19][CH2:20][CH2:21]2)=[O:23])[cH:12][cH:13][cH:14]1. The reactants are FC1=C(C=CC(=C1)I)NC1=CC(N(C=2N=CNC(C21)=O)C)=O (5-(2-fluoro-4-iodophenylamino)-8-methylpyrido[2,3-d]pyrimidine-4,7(3H,8H)-dione), C([O-])([O-])=O.[K+].[K+] (potassium carbonate), C(C)(C)(C)OCCON (O-(2-tert-Butoxy-ethyl)-hydroxylamine). Solvent: CC(=O)N(C)C (DMA). Run at temperature 80 celsius, time 1 hour. Product: C(C)(C)(C)OCCON1C=NC2=C(C1=O)C(=CC(N2C)=O)NC2=C(C=C(C=C2)I)F (3-(2-tert-Butoxyethoxy)-5-(2-fluoro-4-iodophenylamino)-8-methylpyrido[2,3-d]pyrimidine-4,7(3H,8H)-dione). Yield: 12.0%. RXN SMILES: [F:1][C:2]1[CH:7]=[C:6]([I:8])[CH:5]=[CH:4][C:3]=1[NH:9][C:10]1[C:19]2[C:18](=[O:20])[NH:17][CH:16]=[N:15][C:14]=2[N:13]([CH3:21])[C:12](=[O:22])[CH:11]=1.C(=O)([O-])[O-].[K+].[K+].[C:29]([O:33][CH2:34][CH2:35][O:36]N)([CH3:32])([CH3:31])[CH3:30]>CC(N(C)C)=O>[C:29]([O:33][CH2:34][CH2:35][O:36][N:17]1[C:18](=[O:20])[C:19]2[C:10]([NH:9][C:3]3[CH:4]=[CH:5][C:6]([I:8])=[CH:7][C:2]=3[F:1])=[CH:11][C:12](=[O:22])[N:13]([CH3:21])[C:14]=2[N:15]=[CH:16]1)([CH3:32])([CH3:31])[CH3:30] |f:1.2.3|. Procedure: Compound 5F (250 mg, 0.61 mmol), potassium carbonate (209 mg, 1.51 mmol) and 1-chloro-2,4-dinitronbenzene (307 mg, 1.51 mmol) were stirred in DMA at 80° C. for 1.5 h. O-(2-tert-Butoxy-ethyl)-hydroxylamine was added at r.t and the reaction was stirred for 1 h at 80° C. Purification by prep-HPLC gave 43 mg (12%) of the title compound as an off-white solid. MS (ES) [m+H] calc'd for C20H22FIN4O4, 529; found 529. The reactants are CCO, Cl, Cc1nn(-c2cc(OS(C)(=O)=O)c(Cl)cc2F)c(C)c1[N+](=O)[O-], [Na+], [OH-]. Product: Cc1nn(-c2cc(O)c(Cl)cc2F)c(C)c1[N+](=O)[O-]. RXN SMILES: [CH3:27][CH2:28][OH:29].[ClH:26].[F:1][c:2]1[c:3](-[n:14]2[n:15][c:16]([CH3:23])[c:17]([N+:20](=[O:21])[O-:22])[c:18]2[CH3:19])[cH:4][c:5]([O:9][S:10]([CH3:11])(=[O:12])=[O:13])[c:6]([Cl:8])[cH:7]1.[Na+:25].[OH-:24]>>[F:1][c:2]1[c:3](-[n:14]2[n:15][c:16]([CH3:23])[c:17]([N+:20](=[O:21])[O-:22])[c:18]2[CH3:19])[cH:4][c:5]([OH:9])[c:6]([Cl:8])[cH:7]1. Reactants: C(C1=CC=CC=C1)[C@H]1CN(CCN1)C1=CC(=C(C=C1)OC)OC1CCC1 ((S)-3-benzyl-1-(3-cyclobutyloxy-4-methoxy-phenyl)-piperazine), C(C)OC(CC=1NN=C(N1)CC)=O ((5-ethyl-2H-[1,2,4]triazol-3-yl)-acetic acid ethyl ester). The product is C(C1=CC=CC=C1)[C@@H]1N(CCN(C1)C1=CC(=C(C=C1)OC)OC1CCC1)C(CC1=NC(=NN1)CC)=O ((S)-1-(2-benzyl-4-(3-cyclobutoxy-4-methoxyphenyl)piperazin-1-yl)-2-(3-ethyl-1H-1,2,4-triazol-5-yl)ethanone). Yield: 19.0%. As a reaction SMILES: [CH2:1]([C@@H:8]1[NH:13][CH2:12][CH2:11][N:10]([C:14]2[CH:19]=[CH:18][C:17]([O:20][CH3:21])=[C:16]([O:22][CH:23]3[CH2:26][CH2:25][CH2:24]3)[CH:15]=2)[CH2:9]1)[C:2]1[CH:7]=[CH:6][CH:5]=[CH:4][CH:3]=1.C([O:29][C:30](=O)[CH2:31][C:32]1[NH:33][N:34]=[C:35]([CH2:37][CH3:38])[N:36]=1)C>>[CH2:1]([C@H:8]1[CH2:9][N:10]([C:14]2[CH:19]=[CH:18][C:17]([O:20][CH3:21])=[C:16]([O:22][CH:23]3[CH2:26][CH2:25][CH2:24]3)[CH:15]=2)[CH2:11][CH2:12][N:13]1[C:30](=[O:29])[CH2:31][C:32]1[NH:33][N:34]=[C:35]([CH2:37][CH3:38])[N:36]=1)[C:2]1[CH:3]=[CH:4][CH:5]=[CH:6][CH:7]=1. Reported procedure: Prepared using the same procedure described in Example 275 from (S)-3-benzyl-1-(3-cyclobutyloxy-4-methoxy-phenyl)-piperazine and (5-ethyl-2H-[1,2,4]triazol-3-yl)-acetic acid ethyl ester with heating for 15 days to afford the title compound as tan solid (60 mg, 19%). LC/MS (Method B) 3.22 min, [M+1]+ 490. Reactants: C1CCOC1, COCC(C)Oc1cc(OCc2ccccc2)cc(C(=O)OC)c1, [Li+], [OH-], O, O. Product: COCC(C)Oc1cc(OCc2ccccc2)cc(C(=O)O)c1. As a reaction SMILES: [CH2:29]1[O:30][CH2:31][CH2:32][CH2:33]1.[CH2:4]([c:5]1[cH:6][cH:7][cH:8][cH:9][cH:10]1)[O:11][c:12]1[cH:13][c:14]([C:15](=[O:16])[O:17][CH3:18])[cH:19][c:20]([O:22][CH:23]([CH2:24][O:25][CH3:26])[CH3:27])[cH:21]1.[Li+:3].[OH-:2].[OH2:1].[OH2:28]>>[CH2:4]([c:5]1[cH:6][cH:7][cH:8][cH:9][cH:10]1)[O:11][c:12]1[cH:13][c:14]([C:15](=[O:16])[OH:17])[cH:19][c:20]([O:22][CH:23]([CH2:24][O:25][CH3:26])[CH3:27])[cH:21]1.